The task is: describe an organic reaction: reactants, conditions, products, and yield. This data is from the Open Reaction Database (ORD), a public repository of structured organic reaction records. The reactants are CC(C)(C)OC(=O)N1CCC(n2cc(-c3cnc(N)c(B4OC(C)(C)C(C)(C)O4)c3)cn2)CC1, O=C([O-])[O-], C1COCCO1, [Cs+], [Cs+], O=S(=O)(Oc1ncc2ccccc2c1F)C(F)(F)F, O. Yields the product CC(C)(C)OC(=O)N1CCC(n2cc(-c3cnc(N)c(-c4ncc5ccccc5c4F)c3)cn2)CC1. Reaction SMILES: [C:1]([CH3:2])([CH3:3])([CH3:4])[O:5][C:6](=[O:7])[N:8]1[CH2:9][CH2:10][CH:11]([n:14]2[n:15][cH:16][c:17](-[c:19]3[cH:20][n:21][c:22]([NH2:34])[c:23]([B:25]4[O:26][C:27]([CH3:28])([CH3:29])[C:30]([CH3:31])([CH3:32])[O:33]4)[cH:24]3)[cH:18]2)[CH2:12][CH2:13]1.[C:60](=[O:61])([O-:62])[O-:63].[CH2:54]1[O:55][CH2:56][CH2:57][O:58][CH2:59]1.[Cs+:64].[Cs+:65].[F:35][c:36]1[c:37]([O:46][S:47]([C:48]([F:49])([F:50])[F:51])(=[O:52])=[O:53])[n:38][cH:39][c:40]2[cH:41][cH:42][cH:43][cH:44][c:45]12.[OH2:66]>>[C:1]([CH3:2])([CH3:3])([CH3:4])[O:5][C:6](=[O:7])[N:8]1[CH2:9][CH2:10][CH:11]([n:14]2[n:15][cH:16][c:17](-[c:19]3[cH:20][n:21][c:22]([NH2:34])[c:23](-[c:37]4[c:36]([F:35])[c:45]5[c:40]([cH:39][n:38]4)[cH:41][cH:42][cH:43][cH:44]5)[cH:24]3)[cH:18]2)[CH2:12][CH2:13]1. The reactants are S(=O)(=O)(C)OC[C@]12[C@H]([C@H]([C@@H](O1)N1C(=O)NC(=O)C(=C1)C)OC2)O (5′-O-mesyl-5-methyl-2′-O,4′-C-methyleneuridine), [N-]=[N+]=[N-].[Na+] (sodium azide). The solvent is CN(C=O)C (dimethylformamide). Product: N(=[N+]=[N-])C[C@]12[C@H]([C@H]([C@@H](O1)N1C(=O)NC(=O)C(=C1)C)OC2)O (5′-Azido-5′-deoxy-5-methyl-2′-O,4′-C-methyleneuridine). As a reaction SMILES: S(O[CH2:6][C@@:7]12[CH2:22][O:21][C@@H:9]([C@H:10]([N:12]3[CH:19]=[C:18]([CH3:20])[C:16](=[O:17])[NH:15][C:13]3=[O:14])[O:11]1)[C@@H:8]2[OH:23])(C)(=O)=O.[N-:24]=[N+:25]=[N-:26].[Na+]>CN(C)C=O>[N:24]([CH2:6][C@@:7]12[CH2:22][O:21][C@@H:9]([C@H:10]([N:12]3[CH:19]=[C:18]([CH3:20])[C:16](=[O:17])[NH:15][C:13]3=[O:14])[O:11]1)[C@@H:8]2[OH:23])=[N+:25]=[N-:26] |f:1.2|. Procedure details: A dimethylformamide (3.0 ml) solution of Compound 3 (27 mg, 0.078 mmol) and sodium azide was stirred for 1.5 hours at room temperature and for 2 hours at 100° C. in a stream of nitrogen. The solvent was distilled off under reduced pressure, and then a small amount of water was added to the residue, followed by extracting the mixture with ethyl acetate. The organic layer was washed with a saturated aqueous solution of sodium chloride, and dried over anhydrous sodium sulfate. Then, the solvent was... The reactants are COc1cc2c3c4c(c(-c5ccccc5Cl)cc3n(C)c2cc1OCc1ccccc1)C(=O)NC4=O, CC(=O)O, Cl, O. The product is COc1cc2c3c4c(c(-c5ccccc5Cl)cc3n(C)c2cc1O)C(=O)NC4=O. RXN SMILES: [CH2:1]([c:2]1[cH:3][cH:4][cH:5][cH:6][cH:7]1)[O:8][c:9]1[c:10]([O:35][CH3:36])[cH:11][c:12]2[c:13]3[c:14]4[c:15]([c:16](-[c:23]5[c:24]([Cl:29])[cH:25][cH:26][cH:27][cH:28]5)[cH:17][c:18]3[n:19]([CH3:22])[c:20]2[cH:21]1)[C:30](=[O:34])[NH:31][C:32]4=[O:33].[CH3:38][C:39](=[O:40])[OH:41].[ClH:37].[OH2:42]>>[OH:8][c:9]1[c:10]([O:35][CH3:36])[cH:11][c:12]2[c:13]3[c:14]4[c:15]([c:16](-[c:23]5[c:24]([Cl:29])[cH:25][cH:26][cH:27][cH:28]5)[cH:17][c:18]3[n:19]([CH3:22])[c:20]2[cH:21]1)[C:30](=[O:34])[NH:31][C:32]4=[O:33]. Reactants: CNCc1ccccc1, O=C(NC1C2CC3CC(C2)CC1C3)c1cnn(-c2ccccc2)c1Cl. Yields the product CN(Cc1ccccc1)c1c(C(=O)NC2C3CC4CC(C3)CC2C4)cnn1-c1ccccc1. RXN SMILES: [CH3:26][NH:27][CH2:28][c:29]1[cH:30][cH:31][cH:32][cH:33][cH:34]1.[CH:1]12[CH:2]([NH:11][C:12](=[O:13])[c:14]3[cH:15][n:16][n:17](-[c:20]4[cH:21][cH:22][cH:23][cH:24][cH:25]4)[c:18]3[Cl:19])[CH:3]3[CH2:4][CH:5]([CH2:6][CH:7]([CH2:8]1)[CH2:9]3)[CH2:10]2>>[CH:1]12[CH:2]([NH:11][C:12](=[O:13])[c:14]3[cH:15][n:16][n:17](-[c:20]4[cH:21][cH:22][cH:23][cH:24][cH:25]4)[c:18]3[N:27]([CH3:26])[CH2:28][c:29]3[cH:30][cH:31][cH:32][cH:33][cH:34]3)[CH:3]3[CH2:4][CH:5]([CH2:6][CH:7]([CH2:8]1)[CH2:9]3)[CH2:10]2.